Task: describe an organic reaction: reactants, conditions, products, and yield. Dataset: the Open Reaction Database (ORD), a public repository of structured organic reaction records The reactants are Cc1ccccc1N1CCN(C(=O)OC(C)(C)C)CC1c1cccc(-c2cccc(S(C)(=O)=O)c2)c1, CCO, Cl. Product: Cl, Cc1ccccc1N1CCNCC1c1cccc(-c2cccc(S(C)(=O)=O)c2)c1. As a reaction SMILES: [C:1]([O:2][C:3](=[O:4])[N:8]1[CH2:9][CH:10]([c:21]2[cH:22][c:23](-[c:27]3[cH:28][c:29]([S:33](=[O:34])(=[O:35])[CH3:36])[cH:30][cH:31][cH:32]3)[cH:24][cH:25][cH:26]2)[N:11]([c:14]2[c:15]([CH3:20])[cH:16][cH:17][cH:18][cH:19]2)[CH2:12][CH2:13]1)([CH3:5])([CH3:6])[CH3:7].[CH3:38][CH2:39][OH:40].[ClH:37]>>[ClH:37].[NH:8]1[CH2:9][CH:10]([c:21]2[cH:22][c:23](-[c:27]3[cH:28][c:29]([S:33](=[O:34])(=[O:35])[CH3:36])[cH:30][cH:31][cH:32]3)[cH:24][cH:25][cH:26]2)[N:11]([c:14]2[c:15]([CH3:20])[cH:16][cH:17][cH:18][cH:19]2)[CH2:12][CH2:13]1. Reactants: C(C)(C)(C)NS(=O)(=O)C1=C(C=CC=C1)C1=CC=C(C=C1)CN ([[2'-(N-t-butylsulfamoyl)biphenyl-4-yl)methyl]amine), C(=O)(OCC)NN=C(CCCC)OCC (Ethyl Valerate Carbethoxyhydrazone). Product: C(CCC)C=1N(C(NN1)=O)CC1=CC=C(C=C1)C1=C(C=CC=C1)S(NC(C)(C)C)(=O)=O (5-n-Butyl-4-[[2'-(N-t-butylsulfamoyl)biphenyl-4-yl]methyl]-2,4-dihydro-3H-1,2,4-triazol-3-one). The yield is 72.0%. As a reaction SMILES: [C:1]([NH:5][S:6]([C:9]1[CH:14]=[CH:13][CH:12]=[CH:11][C:10]=1[C:15]1[CH:20]=[CH:19][C:18]([CH2:21][NH2:22])=[CH:17][CH:16]=1)(=[O:8])=[O:7])([CH3:4])([CH3:3])[CH3:2].[C:23]([NH:28][N:29]=[C:30](OCC)[CH2:31][CH2:32][CH2:33][CH3:34])(OCC)=[O:24]>>[CH2:31]([C:30]1[N:22]([CH2:21][C:18]2[CH:19]=[CH:20][C:15]([C:10]3[CH:11]=[CH:12][CH:13]=[CH:14][C:9]=3[S:6](=[O:8])(=[O:7])[NH:5][C:1]([CH3:4])([CH3:2])[CH3:3])=[CH:16][CH:17]=2)[C:23](=[O:24])[NH:28][N:29]=1)[CH2:32][CH2:33][CH3:34]. Reported procedure: By the procedure of Example 9, Step C, [[2'-(N-t-butylsulfamoyl)biphenyl-4-yl)methyl]amine (from Step F) was reacted with ethyl valerimidate carbethoxyhydrazone (from Example 2, Step A) to give a 72% yield of the title compound as a white foam; satisfactory purity by TLC in 94:6 CH2Cl2 --MeOH. Reactants: BrC1=CC=CC(=N1)N (6-bromopyridin-2-amine), [H-].[Na+] (NaH), BrC=1C=2N(N=C(C1)Cl)C(=CN2)C(=O)NC2=C(C=NC=C2)F (8-bromo-6-chloro-N-(3-fluoropyridin-4-yl)imidazo[1,2-b]pyridazine-3-carboxamide), ice water. Run in C1CCOC1 (THF), CN(C)C=O (DMF). Conditions: time 30 minute. The product is BrC1=CC=CC(=N1)NC=1C=2N(N=C(C1)Cl)C(=CN2)C(=O)NC2=C(C=NC=C2)F (8-(6-bromopyridin-2-ylamino)-6-chloro-N-(3-fluoropyridin-4-yl)imidazo[1,2-b]pyridazine-3-carboxamide). The yield is 99.1%. RXN SMILES: [Br:1][C:2]1[N:7]=[C:6]([NH2:8])[CH:5]=[CH:4][CH:3]=1.[H-].[Na+].Br[C:12]1[C:13]2[N:14]([C:19]([C:22]([NH:24][C:25]3[CH:30]=[CH:29][N:28]=[CH:27][C:26]=3[F:31])=[O:23])=[CH:20][N:21]=2)[N:15]=[C:16]([Cl:18])[CH:17]=1>C1COCC1.CN(C=O)C>[Br:1][C:2]1[N:7]=[C:6]([NH:8][C:12]2[C:13]3[N:14]([C:19]([C:22]([NH:24][C:25]4[CH:30]=[CH:29][N:28]=[CH:27][C:26]=4[F:31])=[O:23])=[CH:20][N:21]=3)[N:15]=[C:16]([Cl:18])[CH:17]=2)[CH:5]=[CH:4][CH:3]=1 |f:1.2|. Procedure: To a solution of 6-bromopyridin-2-amine (1.24 g, 7.17 mmol) in THF (10.00 mL) was added 60% NaH (294 mg, 7.35 mmol). The mixture was stirred for 30 min until cessation H2 evolution. The resulting dark green solution was added by syringe to a suspension of 8A (800 mg, 2.453 mmol) in DMF (10 mL). The reaction mixture was stirred at room temperature overnight, and then added to ice water. The brown solid was collected by filtration and dried under vacuum to give 17A (1.125 g, 89%) MS (m+1)=462. HPL...